From a dataset of the Open Reaction Database (ORD), a public repository of structured organic reaction records. describe an organic reaction: reactants, conditions, products, and yield The reactants are FC1=C(CP(OCC)(OCC)=O)C=CC(=C1)[N+](=O)[O-] (diethyl 2-fluoro-4-nitrobenzylphosphonate), CC1(OCC(O1)COC1=CC=C(C=O)C=C1)C (4-((2,2-dimethyl-1,3-dioxa-4-cyclopentyl)methyloxy)benzaldehyde), FC1=C(C=CC(=C1)[N+](=O)[O-])C (2-Fluoro-4-nitrotoluene), FC1=C(CBr)C=CC(=C1)[N+](=O)[O-] (2-fluoro-4-nitrobenzyl bromide), diethyl 2-fluoro-4-nitrobenzyl phosphonate. Product: title compound, OC(COC1=CC=C(C=C1)C=CC1=C(C=C(C=C1)[N+](=O)[O-])F)CO (4-(2,3-dihydroxypropyloxy)-2'-fluoro-4'nitrostilbene). As a reaction SMILES: [F:1][C:2]1[CH:7]=[C:6]([N+:8]([O-:10])=[O:9])[CH:5]=[CH:4][C:3]=1[CH3:11].FC1C=C([N+]([O-])=O)C=CC=1CBr.FC1C=C([N+]([O-])=O)C=CC=1CP(=O)(OCC)OCC.CC1(C)[O:48][CH:47]([CH2:49][O:50][C:51]2[CH:58]=[CH:57][C:54]([CH:55]=O)=[CH:53][CH:52]=2)[CH2:46][O:45]1>>[OH:48][CH:47]([CH2:46][OH:45])[CH2:49][O:50][C:51]1[CH:58]=[CH:57][C:54]([CH:55]=[CH:11][C:3]2[CH:4]=[CH:5][C:6]([N+:8]([O-:10])=[O:9])=[CH:7][C:2]=2[F:1])=[CH:53][CH:52]=1. Procedure details: 2-Fluoro-4-nitrotoluene (commercially available) was converted with the use of N-bromosuccimimide into the intermediate 2-fluoro-4-nitrobenzyl bromide, and subsequently into diethyl 2-fluoro-4-nitrobenzylphosphonate, in accordance with the specification of D. H. Wadsworth et al. in the Journal of Organic Chemistry, Vol. 30 (1965) p. 680-685. The title compound was prepared by the same procedure as described in Example 2. Making use of 23.6 g of 4-((2,2-dimethyl-1,3-dioxa-4-cyclopentyl)methyloxy)... Reactants: COC(=O)C(Cc1ccc(NC(=O)c2c(Cl)cccc2Cl)cc1)NC(=S)c1c(C)cccc1Cl, CCO, [Na+], [OH-]. The product is Cc1cccc(Cl)c1C(=S)NC(Cc1ccc(NC(=O)c2c(Cl)cccc2Cl)cc1)C(=O)O. Reaction SMILES: [CH3:1][O:2][C:3]([CH:4]([NH:5][C:6](=[S:7])[c:8]1[c:9]([Cl:15])[cH:10][cH:11][cH:12][c:13]1[CH3:14])[CH2:16][c:17]1[cH:18][cH:19][c:20]([NH:23][C:24](=[O:25])[c:26]2[c:27]([Cl:33])[cH:28][cH:29][cH:30][c:31]2[Cl:32])[cH:21][cH:22]1)=[O:34].[CH3:37][CH2:38][OH:39].[Na+:36].[OH-:35]>>[O:2]=[C:3]([CH:4]([NH:5][C:6](=[S:7])[c:8]1[c:9]([Cl:15])[cH:10][cH:11][cH:12][c:13]1[CH3:14])[CH2:16][c:17]1[cH:18][cH:19][c:20]([NH:23][C:24](=[O:25])[c:26]2[c:27]([Cl:33])[cH:28][cH:29][cH:30][c:31]2[Cl:32])[cH:21][cH:22]1)[OH:34]. Reactants: C(C)(=O)NC(C(=O)OC)=CC1=CC(=C(C(=C1)C)OCC1=CC=CC=C1)Cl (methyl 2-acetylamino-3-(4-benzyloxy-3-chloro-5-methyl-phenyl)-acrylate), [H][H] (hydrogen). Reagents/catalysts: [Ni] (Raney nickel). Run in CO (MeOH). The product is C(C)(=O)NC(C(=O)OC)CC1=CC(=C(C(=C1)C)O)Cl (methyl 2-acetylamino-3-(3-chloro-4-hydroxy-5-methyl-phenyl)-propionate). As a reaction SMILES: [C:1]([NH:4][C:5](=[CH:10][C:11]1[CH:16]=[C:15]([CH3:17])[C:14]([O:18]CC2C=CC=CC=2)=[C:13]([Cl:26])[CH:12]=1)[C:6]([O:8][CH3:9])=[O:7])(=[O:3])[CH3:2].[H][H]>[Ni].CO>[C:1]([NH:4][CH:5]([CH2:10][C:11]1[CH:16]=[C:15]([CH3:17])[C:14]([OH:18])=[C:13]([Cl:26])[CH:12]=1)[C:6]([O:8][CH3:9])=[O:7])(=[O:3])[CH3:2]. Procedure details: A mixture of 7.40 g (19.8 mmol) methyl 2-acetylamino-3-(4-benzyloxy-3-chloro-5-methyl-phenyl)-acrylate, 300 mL MeOH and 800 mg Raney nickel was shaken at RT and 3000 hPa hydrogen pressure for 7 h. After the reaction had ended the catalyst was filtered off and the remainder was evaporated down i.vac. Starting materials: ClC1=C(C(=O)O)C=CC=C1 (2-chlorobenzoic acid), CC1=NC=C(C=N1)C(CN)CC1CC1 (2-(2-methyl-pyrimidin-5-yl)-3-cyclopropyl-propylamine). Yields the product ClC1=C(C(=O)NCC(CC2CC2)C=2C=NC(=NC2)C)C=CC=C1 (2-Chloro-N-[3-cyclopropyl-2-(2-methylprimidin-5-yl)propyl]benzamide). RXN SMILES: [Cl:1][C:2]1[CH:10]=[CH:9][CH:8]=[CH:7][C:3]=1[C:4]([OH:6])=O.[CH3:11][C:12]1[N:17]=[CH:16][C:15]([CH:18]([CH2:21][CH:22]2[CH2:24][CH2:23]2)[CH2:19][NH2:20])=[CH:14][N:13]=1>>[Cl:1][C:2]1[CH:10]=[CH:9][CH:8]=[CH:7][C:3]=1[C:4]([NH:20][CH2:19][CH:18]([C:15]1[CH:16]=[N:17][C:12]([CH3:11])=[N:13][CH:14]=1)[CH2:21][CH:22]1[CH2:24][CH2:23]1)=[O:6]. Reported procedure: From 2-chlorobenzoic acid and 2-(2-methyl-pyrimidin-5-yl)-3-cyclopropyl-propylamine. LCMS (MH+): m/z=330.1, tR (minutes, Method F)=2.32